Dataset: the Open Reaction Database (ORD), a public repository of structured organic reaction records. Task: describe an organic reaction: reactants, conditions, products, and yield The reactants are ClC=1C=[N+](C=C(C1C[C@@H](C1=CC(=C(C=C1)OC)OC)OC(=O)C=1SC(=CC1)CNC1=C(C=CC=C1)F)Cl)[O-] ([(1S)-2-(3,5-dichloro-1-oxido-pyridin-1-ium-4-yl)-1-(3,4-dimethoxyphenyl)ethyl]5-[(2-fluoroanilino)methyl]thiophene-2-carboxylate), Cl.C(O[C@H]1CN2CCC1CC2)(=O)Cl ((R)-quinuclidin-3-yl carbonochloridate hydrochloride). Solvent: C(C)#N (acetonitrile). Reaction conditions: temperature 80 celsius. Yields the product C(=O)O.ClC=1C=[N+](C=C(C1C[C@@H](C1=CC(=C(C=C1)OC)OC)OC(=O)C=1SC(=CC1)CN(C1=C(C=CC=C1)F)C(=O)O[C@H]1CN2CCC1CC2)Cl)[O-] ([(1S)-2-(3,5-dichloro-1-oxido-pyridin-1-ium-4-yl)-1-(3,4-dimethoxyphenyl)ethyl]5-[(2-fluoro-N-[(3R)-quinuclidin-3-yl]oxycarbonyl-anilino)methyl]-thiophene-2-carboxylate formate). The yield is 74.4%. As a reaction SMILES: [Cl:1][C:2]1[CH:3]=[N+:4]([O-:38])[CH:5]=[C:6]([Cl:37])[C:7]=1[CH2:8][C@H:9]([O:20][C:21]([C:23]1[S:24][C:25]([CH2:28][NH:29][C:30]2[CH:35]=[CH:34][CH:33]=[CH:32][C:31]=2[F:36])=[CH:26][CH:27]=1)=[O:22])[C:10]1[CH:15]=[CH:14][C:13]([O:16][CH3:17])=[C:12]([O:18][CH3:19])[CH:11]=1.Cl.[C:40](Cl)(=[O:50])[O:41][C@@H:42]1[CH:47]2[CH2:48][CH2:49][N:44]([CH2:45][CH2:46]2)[CH2:43]1>C(#N)C>[CH:21]([OH:22])=[O:20].[Cl:1][C:2]1[CH:3]=[N+:4]([O-:38])[CH:5]=[C:6]([Cl:37])[C:7]=1[CH2:8][C@H:9]([O:20][C:21]([C:23]1[S:24][C:25]([CH2:28][N:29]([C:40]([O:41][C@@H:42]2[CH:47]3[CH2:48][CH2:49][N:44]([CH2:45][CH2:46]3)[CH2:43]2)=[O:50])[C:30]2[CH:35]=[CH:34][CH:33]=[CH:32][C:31]=2[F:36])=[CH:26][CH:27]=1)=[O:22])[C:10]1[CH:15]=[CH:14][C:13]([O:16][CH3:17])=[C:12]([O:18][CH3:19])[CH:11]=1 |f:1.2,4.5|. Reported procedure: A microwave tube was charged with [(1S)-2-(3,5-dichloro-1-oxido-pyridin-1-ium-4-yl)-1-(3,4-dimethoxyphenyl)ethyl]5-[(2-fluoroanilino)methyl]thiophene-2-carboxylate (50 mg, 0.09 mmol), (R)-quinuclidin-3-yl carbonochloridate hydrochloride (81 mg, 0.36 mmol) and anhydrous acetonitrile (0.8 mL). The mixture was heated at 80° C. for 3 minutes under microwave irradiation. The reaction was evaporated to dryness. The residue was dissolved in DMSO (1.5 mL) and purified by preparative HPLC to afford [(1S)... Reactants: C1(=CC(=CC=C1)C(=O)CC(=O)OCC)C (ethyl m-toluoylacetate), S(=O)(=O)(Cl)Cl (sulfuryl chloride). Run in C(Cl)(Cl)Cl (chloroform). Product: ClC1=C(C=CC=C1C(=O)CC(=O)OCC)C (ethyl 2-chloro-m-toluoylacetate). Isolated yield 103.9%. RXN SMILES: [C:1]1([CH3:15])[CH:6]=[CH:5][CH:4]=[C:3]([C:7]([CH2:9][C:10]([O:12][CH2:13][CH3:14])=[O:11])=[O:8])[CH:2]=1.S(Cl)([Cl:19])(=O)=O>C(Cl)(Cl)Cl>[Cl:19][C:2]1[C:3]([C:7]([CH2:9][C:10]([O:12][CH2:13][CH3:14])=[O:11])=[O:8])=[CH:4][CH:5]=[CH:6][C:1]=1[CH3:15]. Reported procedure: To a cold (5° C.) mixture of 137.5 g (1.05 mole) of ethyl acetoacetate, 175 ml. of benzene, 325 ml. of water, and 45.8 ml. of 33% sodium hydroxide was added simultaneously 221.05 g (1.430 mole) of m-toluoyl chloride and 190 ml. of 33% sodium hydroxide as described in Example 4. The aqueous solution of sodium salt of ethyl m-toluoylacetoacetate was stirred with 56.3 g of ammonium chloride overnight and worked up as described in Example 4 to give 38.0 g (17%) of crude ethyl m-toluoylacetate after ... Starting materials: CC(=O)c1ccc(NS(C)(=O)=O)cc1, CCCCCCCN(CC)CN(CC)CCCCCCC, CC(=O)Cl, C1CCOC1. Product: CCCCCCCN(CC)CCC(=O)c1ccc(NS(C)(=O)=O)cc1. Reaction SMILES: [C:26]([CH3:27])(=[O:28])[c:29]1[cH:30][cH:31][c:32]([NH:35][S:36](=[O:37])(=[O:38])[CH3:39])[cH:33][cH:34]1.[CH2:1]([CH3:2])[N:3]([CH2:4][CH2:5][CH2:6][CH2:7][CH2:8][CH2:9][CH3:10])[CH2:11][N:12]([CH2:13][CH2:14][CH2:15][CH2:16][CH2:17][CH2:18][CH3:19])[CH2:20][CH3:21].[CH3:22][C:23](=[O:24])[Cl:25].[O:40]1[CH2:41][CH2:42][CH2:43][CH2:44]1>>[CH2:1]([CH3:2])[N:3]([CH2:4][CH2:5][CH2:6][CH2:7][CH2:8][CH2:9][CH3:10])[CH2:11][CH2:27][C:26](=[O:28])[c:29]1[cH:30][cH:31][c:32]([NH:35][S:36](=[O:37])(=[O:38])[CH3:39])[cH:33][cH:34]1. The reactants are Cc1ccccc1, Fc1cccc(C2CO2)c1, [Na+], [OH-], O=Cc1ccc(O)cc1. The product is O=Cc1ccc(OCC(O)c2cccc(F)c2)cc1. RXN SMILES: [CH3:22][c:23]1[cH:24][cH:25][cH:26][cH:27][cH:28]1.[F:1][c:2]1[cH:3][c:4]([CH:8]2[O:9][CH2:10]2)[cH:5][cH:6][cH:7]1.[Na+:21].[OH-:20].[OH:11][c:12]1[cH:13][cH:14][c:15]([CH:16]=[O:17])[cH:18][cH:19]1>>[F:1][c:2]1[cH:3][c:4]([CH:8]([OH:9])[CH2:10][O:11][c:12]2[cH:13][cH:14][c:15]([CH:16]=[O:17])[cH:18][cH:19]2)[cH:5][cH:6][cH:7]1. Reactants: CC(CC)OC1=CC=C(OCC(=O)OC)C=C1 (methyl 4-(1-methylpropoxy)phenoxyacetate), CN (methylamine), C[O-].[Na+] (sodium methoxide), ice water, S(O)(O)(=O)=O (sulfuric acid). Run in CN(C)C=O (DMF). Conditions: time 20 hour. Product: CC(CC)OC1=CC=C(OCC(=O)NC)C=C1 (4-(1-methylpropoxy)phenoxy-N-methylacetamide). RXN SMILES: [CH3:1][CH:2]([O:5][C:6]1[CH:17]=[CH:16][C:9]([O:10][CH2:11][C:12](OC)=[O:13])=[CH:8][CH:7]=1)[CH2:3][CH3:4].[CH3:18][NH2:19].C[O-].[Na+].S(=O)(=O)(O)O>CN(C=O)C>[CH3:1][CH:2]([O:5][C:6]1[CH:17]=[CH:16][C:9]([O:10][CH2:11][C:12]([NH:19][CH3:18])=[O:13])=[CH:8][CH:7]=1)[CH2:3][CH3:4] |f:2.3|. Reported procedure: To a solution of methyl 4-(1-methylpropoxy)phenoxyacetate (7.94 g, 33.3 mmol) in 65 ml of dry DMF at 0° and with stirring is added methylamine gas to saturation (ca. 25 min.). A trace of sodium methoxide (ca. 10 mg) is added and the mixture is allowed to warm to RT. After 20 hours at RT, the reaction mixture is poured into ice water and 10 ml of 3N sulfuric acid and extracted with ether. The combined organic phases are washed with water, with 10% sodium bicarbonate, with water and with brine, dr...